Dataset: the Open Reaction Database (ORD), a public repository of structured organic reaction records. Task: describe an organic reaction: reactants, conditions, products, and yield The reactants are ClCN1N=NC2=C1C=CC=C2 (1-(Chloromethyl)benzotriazole), O.[S-2].[Na+].[Na+] (sodium sulfide monohydrate), O (Water). Run in C(C)O (ethanol). Reaction conditions: time 20 hour. Product: N1(N=NC2=C1C=CC=C2)CSCN2N=NC1=C2C=CC=C1 (Bis(benzotriazole-1-yl-methyl)sulfide). Yield: 86.5%. RXN SMILES: Cl[CH2:2][N:3]1[C:7]2[CH:8]=[CH:9][CH:10]=[CH:11][C:6]=2[N:5]=[N:4]1.O.[S-2:13].[Na+].[Na+].O>C(O)C>[N:3]1([CH2:2][S:13][CH2:2][N:3]2[C:7]3[CH:8]=[CH:9][CH:10]=[CH:11][C:6]=3[N:5]=[N:4]2)[C:7]2[CH:8]=[CH:9][CH:10]=[CH:11][C:6]=2[N:5]=[N:4]1 |f:1.2.3.4|. Procedure details: 1-(Chloromethyl)benzotriazole (20.4 g), prepared above, and sodium sulfide monohydrate (14.4 g) in anhydrous ethanol (75 ml) were stirred overnight (20 hours) at room temperature. Water (240 ml) was added to the reaction mixture. The precipitate was filtered, washed with water to remove inorganic salts and dried. Crystallization from ethanol gave 15.6 g (88%) of desired product (Compound 1); m.p. 179°-181° C. (lit. 182°-184° C.). Thin Layer Chromotography in (CHCl3 /Ethyl acetate) showed only on... Reported procedure: 5-Bromo-2-furoic acid (1 g, 4.8 mmol) was coupled to 3,5-dichloro-phenylboronic acid (833 g, 4.4 mmol) acid using Method F to give the title compound. The product is ClC=1C=C(C=C(C1)Cl)C1=CC=C(O1)C(=O)O (5-(3,5-Dichloro-phenyl)-furan-2-carboxylic acid). The reactants are BrC1=CC=C(O1)C(=O)O (5-Bromo-2-furoic acid), ClC=1C=C(C=C(C1)Cl)B(O)O (3,5-dichloro-phenylboronic acid). As a reaction SMILES: Br[C:2]1[O:6][C:5]([C:7]([OH:9])=[O:8])=[CH:4][CH:3]=1.[Cl:10][C:11]1[CH:12]=[C:13](B(O)O)[CH:14]=[C:15]([Cl:17])[CH:16]=1>>[Cl:10][C:11]1[CH:12]=[C:13]([C:2]2[O:6][C:5]([C:7]([OH:9])=[O:8])=[CH:4][CH:3]=2)[CH:14]=[C:15]([Cl:17])[CH:16]=1. Starting materials: CCOC(=O)C(Cc1ccccc1)(CC1CCN(C(=O)OC(C)(C)C)CC1)C(=O)OCC, ClCCl, O=C(O)C(F)(F)F. Yields the product O=C(O)C(F)(F)F, CCOC(=O)C(Cc1ccccc1)(CC1CCNCC1)C(=O)OCC. As a reaction SMILES: [C:1]([O:2][C:3](=[O:4])[N:8]1[CH2:9][CH2:10][CH:11]([CH2:14][C:15]([CH2:16][c:17]2[cH:18][cH:19][cH:20][cH:21][cH:22]2)([C:23](=[O:24])[O:25][CH2:26][CH3:27])[C:28](=[O:29])[O:30][CH2:31][CH3:32])[CH2:12][CH2:13]1)([CH3:5])([CH3:6])[CH3:7].[Cl:40][CH2:41][Cl:42].[F:33][C:34]([C:35](=[O:36])[OH:37])([F:38])[F:39]>>[F:33][C:34]([C:35](=[O:36])[OH:37])([F:38])[F:39].[NH:8]1[CH2:9][CH2:10][CH:11]([CH2:14][C:15]([CH2:16][c:17]2[cH:18][cH:19][cH:20][cH:21][cH:22]2)([C:23](=[O:24])[O:25][CH2:26][CH3:27])[C:28](=[O:29])[O:30][CH2:31][CH3:32])[CH2:12][CH2:13]1. Starting materials: Fc1cccc(I)c1, CC(C)C(=O)Nc1cccc(C2CCN(Cc3cccc4[nH]ccc34)CC2)c1. Yields the product CC(C)C(=O)Nc1cccc(C2CCN(Cc3cccc4c3ccn4-c3cccc(F)c3)CC2)c1. RXN SMILES: [F:1][c:2]1[cH:3][c:4]([I:8])[cH:5][cH:6][cH:7]1.[nH:9]1[cH:10][cH:11][c:12]2[c:13]([CH2:18][N:19]3[CH2:20][CH2:21][CH:22]([c:25]4[cH:26][c:27]([NH:31][C:32]([CH:33]([CH3:34])[CH3:35])=[O:36])[cH:28][cH:29][cH:30]4)[CH2:23][CH2:24]3)[cH:14][cH:15][cH:16][c:17]12>>[F:1][c:2]1[cH:3][c:4](-[n:9]2[cH:10][cH:11][c:12]3[c:13]([CH2:18][N:19]4[CH2:20][CH2:21][CH:22]([c:25]5[cH:26][c:27]([NH:31][C:32]([CH:33]([CH3:34])[CH3:35])=[O:36])[cH:28][cH:29][cH:30]5)[CH2:23][CH2:24]4)[cH:14][cH:15][cH:16][c:17]23)[cH:5][cH:6][cH:7]1. The reactants are C(/C1=CC=CC=C1)=C/1\C(NC(\C1=C\C1=CC(=C(C(=C1)OC)OC)OC)=O)=O ((3E,4E)-3-benzylidene-4-(3,4,5-trimethoxybenzylidene)-2,5-pyrrolidinedione), [H-].[Na+] (sodium hydride), COCCl (methoxymethyl chloride). Solvent: CN(C=O)C (dimethylformamide), CN(C=O)C (dimethylformamide). Run at time 1 hour. Product: COCN1C(\C(\C(\C1=O)=C/C1=CC(=C(C(=C1)OC)OC)OC)=C\C1=CC=CC=C1)=O ((3E,4E)-1-methoxymethyl-3-benzylidene-4-(3,4,5-trimethoxybenzylidene)-2,5-pyrrolidinedione). The yield is 73.0%. As a reaction SMILES: [H-].[Na+].[CH:3](=[C:10]1/[C:11](=[O:29])[NH:12][C:13](=[O:28])/[C:14]/1=[CH:15]/[C:16]1[CH:21]=[C:20]([O:22][CH3:23])[C:19]([O:24][CH3:25])=[C:18]([O:26][CH3:27])[CH:17]=1)\[C:4]1[CH:9]=[CH:8][CH:7]=[CH:6][CH:5]=1.[CH3:30][O:31][CH2:32]Cl>CN(C)C=O>[CH3:30][O:31][CH2:32][N:12]1[C:13](=[O:28])/[C:14](=[CH:15]/[C:16]2[CH:17]=[C:18]([O:26][CH3:27])[C:19]([O:24][CH3:25])=[C:20]([O:22][CH3:23])[CH:21]=2)/[C:10](=[CH:3]\[C:4]2[CH:5]=[CH:6][CH:7]=[CH:8][CH:9]=2)/[C:11]1=[O:29] |f:0.1|. Reported procedure: To a suspension of 63.2% sodium hydride (0.38 g) in dimethylformamide (10 ml) is added dropwise a solution of (3E,4E)-3-benzylidene-4-(3,4,5-trimethoxybenzylidene)-2,5-pyrrolidinedione (3.65 g) in dimethylformamide (10 ml) under ice-cooling, and the mixture is stirred at room temperature for one hour. To the mixture is added dropwise methoxymethyl chloride (0.84 ml) under ice-cooling, and the mixture is stirred at room temperature overnight. The mixture is evaporated to remove the solvent, and t...